Dataset: the Open Reaction Database (ORD), a public repository of structured organic reaction records. Task: describe an organic reaction: reactants, conditions, products, and yield Reactants: CC(C)OC(=O)/N=N/C(=O)OC(C)C (DIAD), O[C@@H]1CN(CC1)C(=O)OC(C)(C)C ((S)-tert-butyl 3-hydroxypyrrolidine-1-carboxylate), N1=CC(=CC=C1)O (pyridin-3-ol), C1(=CC=CC=C1)P(C1=CC=CC=C1)C1=CC=CC=C1 (triphenylphosphine). The solvent is C(Cl)Cl (DCM), C(Cl)Cl (DCM). Run at time 1 hour. Yields the product N1=CC(=CC=C1)O[C@H]1CNCC1 ((3R)-3-(pyridin-3-yloxy)pyrrolidine). Isolated yield 92.4%. Reaction SMILES: CC(OC(/N=N/C(OC(C)C)=O)=O)C.[OH:15][C@H:16]1[CH2:20][CH2:19][N:18](C(OC(C)(C)C)=O)[CH2:17]1.[N:28]1[CH:33]=[CH:32][CH:31]=[C:30](O)[CH:29]=1.C1(P(C2C=CC=CC=2)C2C=CC=CC=2)C=CC=CC=1>C(Cl)Cl>[N:28]1[CH:33]=[CH:32][CH:31]=[C:30]([O:15][C@@H:16]2[CH2:20][CH2:19][NH:18][CH2:17]2)[CH:29]=1. Procedure details: DIAD (0.631 mL, 3.20 mmol) in DCM (5 ml) was added dropwise to a mixture of (S)-tert-butyl 3-hydroxypyrrolidine-1-carboxylate (500 mg, 2.67 mmol), pyridin-3-ol (305 mg, 3.20 mmol) and triphenylphosphine (840 mg, 3.20 mmol) in DCM (20 ml), cooled in an ice bath. The mixture was allowed to warm to room temperature, stirred for 1 hour and then concentrated. The residue was dissolved in dioxan (15 mL) and 4M HCl in dioxan (15 mL) was added. The mixture was stirred for 1 hour and concentrated. The cr... Yield: 62.1%. Solvent: two. Product: C(C1=CC=CC=C1)(=O)OCCOCCNC(=N)N (2-(2-guanidinoethoxy)ethyl benzoate). Procedure details: 2.14 g (10.2 mmol) of 2-(2-aminoethoxy)ethyl benzoate and 0.624 g (10.4 mmol) of acetic acid were placed in a 50 ml two neck flask. While heating the flask in a 90° C. oil bath, 0.680 g (16.2 mmol) of cyanamide was added. After 6 hours of the reaction, the product was purified by a silica gel column chromatography (eluent, chloroform/ethanol=1/2 containing 0.5% acetic acid) to obtain 1.97 g of the title compound (wax-like, 6.33 mmol, 62.0% in yield) in the form of acetate. Results of the analysi... Starting materials: C(C1=CC=CC=C1)(=O)OCCOCCN (2-(2-aminoethoxy)ethyl benzoate), C(C)(=O)[O-] (acetate), C(C)(=O)O (acetic acid), N#CN (cyanamide). Run at temperature 90 celsius. Reaction SMILES: [C:1]([O:9][CH2:10][CH2:11][O:12][CH2:13][CH2:14][NH2:15])(=[O:8])[C:2]1[CH:7]=[CH:6][CH:5]=[CH:4][CH:3]=1.C(O)(=O)C.[N:20]#[C:21][NH2:22].C([O-])(=O)C>>[C:1]([O:9][CH2:10][CH2:11][O:12][CH2:13][CH2:14][NH:15][C:21]([NH2:22])=[NH:20])(=[O:8])[C:2]1[CH:7]=[CH:6][CH:5]=[CH:4][CH:3]=1. The reactants are CC(C)(C)OC(=O)Nc1ccc(C2(O)CCC(=O)CC2)cc1, O=C(CNC(=O)c1cccc(C(F)(F)F)c1)NC1CNC1. The product is CC(C)(C)OC(=O)Nc1ccc(C2(O)CCC(N3CC(NC(=O)CNC(=O)c4cccc(C(F)(F)F)c4)C3)CC2)cc1. RXN SMILES: [C:1]([CH3:2])([CH3:3])([CH3:4])[O:5][C:6]([NH:7][c:8]1[cH:9][cH:10][c:11]([C:14]2([OH:21])[CH2:15][CH2:16][C:17](=[O:20])[CH2:18][CH2:19]2)[cH:12][cH:13]1)=[O:22].[NH:23]1[CH2:24][CH:25]([NH:27][C:28](=[O:29])[CH2:30][NH:31][C:32]([c:33]2[cH:34][c:35]([C:39]([F:40])([F:41])[F:42])[cH:36][cH:37][cH:38]2)=[O:43])[CH2:26]1>>[C:1]([CH3:2])([CH3:3])([CH3:4])[O:5][C:6]([NH:7][c:8]1[cH:9][cH:10][c:11]([C:14]2([OH:21])[CH2:15][CH2:16][CH:17]([N:23]3[CH2:24][CH:25]([NH:27][C:28](=[O:29])[CH2:30][NH:31][C:32]([c:33]4[cH:34][c:35]([C:39]([F:40])([F:41])[F:42])[cH:36][cH:37][cH:38]4)=[O:43])[CH2:26]3)[CH2:18][CH2:19]2)[cH:12][cH:13]1)=[O:22]. Reactants: COc1ccc(CCl)cc1OC, CCO, CSC(=S)N1CCNCC1, [Na+], [Na+], O=C([O-])[O-]. Yields the product COc1ccc(CN2CCN(C(=S)SC)CC2)cc1OC. RXN SMILES: [CH3:1][O:2][c:3]1[cH:4][c:5]([CH2:6][Cl:7])[cH:8][cH:9][c:10]1[O:11][CH3:12].[CH3:29][CH2:30][OH:31].[N:13]1([C:19](=[S:20])[S:21][CH3:22])[CH2:14][CH2:15][NH:16][CH2:17][CH2:18]1.[Na+:23].[Na+:24].[O-:25][C:26](=[O:27])[O-:28]>>[CH3:1][O:2][c:3]1[cH:4][c:5]([CH2:6][N:16]2[CH2:15][CH2:14][N:13]([C:19](=[S:20])[S:21][CH3:22])[CH2:18][CH2:17]2)[cH:8][cH:9][c:10]1[O:11][CH3:12]. The reactants are C(C)(=O)NC(CSC(C)=O)C(=O)N1[C@H](C(=O)O)CCC1 (N,S-Diacetyl-DL-cysteinyl-L-proline), [Cl-].[Na+] (sodium chloride). The solvent is O (water), N (ammonia). The product is C(C)(=O)NC(CS)C(=O)N1[C@H](C(=O)O)CCC1 (N-acetyl-DL-cysteinyl-L-proline). As a reaction SMILES: [C:1]([NH:4][CH:5]([C:11]([N:13]1[CH2:20][CH2:19][CH2:18][C@H:14]1[C:15]([OH:17])=[O:16])=[O:12])[CH2:6][S:7]C(=O)C)(=[O:3])[CH3:2].[Cl-].[Na+]>O.N>[C:1]([NH:4][CH:5]([C:11]([N:13]1[CH2:20][CH2:19][CH2:18][C@H:14]1[C:15]([OH:17])=[O:16])=[O:12])[CH2:6][SH:7])(=[O:3])[CH3:2] |f:1.2|. Procedure: N,S-Diacetyl-DL-cysteinyl-L-proline (0.3 g) is dissolved in a mixture of water (4 ml) and concentrated ammonia (4 ml) under a blanket of argon. The solution is stored for 30 minutes at room temperature, saturated with sodium chloride and extracted with ethyl acetate and chloroform. The organic layers are pooled and concentrated to dryness in vacuo to obtain N-acetyl-DL-cysteinyl-L-proline, yield 0.1 g, Rf =0.25 (silica gel; benzene:acetic acid, 75:25).